This data is from the Open Reaction Database (ORD), a public repository of structured organic reaction records. The task is: describe an organic reaction: reactants, conditions, products, and yield Reactants: ClC1=CC=C2C(=NNC2=C1)O (6-chloro-1H-indazol-3-ol), N(=C=O)CCCCCC (1-isocyanatohexane). Solvent: CN(C)C=O (DMF). Conditions: temperature 50 celsius, time 1 hour. Product: C(CCCCC)NC(=O)N1N=C(C2=CC=C(C=C12)Cl)O (6-chloro-3-hydroxyindazole-1-carboxylic acid hexylamide). As a reaction SMILES: [Cl:1][C:2]1[CH:10]=[C:9]2[C:5]([C:6]([OH:11])=[N:7][NH:8]2)=[CH:4][CH:3]=1.[N:12]([CH2:15][CH2:16][CH2:17][CH2:18][CH2:19][CH3:20])=[C:13]=[O:14]>CN(C=O)C>[CH2:15]([NH:12][C:13]([N:8]1[C:9]2[C:5](=[CH:4][CH:3]=[C:2]([Cl:1])[CH:10]=2)[C:6]([OH:11])=[N:7]1)=[O:14])[CH2:16][CH2:17][CH2:18][CH2:19][CH3:20]. Procedure details: 100 mg (0.59 mmol) of 6-chloro-1H-indazol-3-ol were dissolved in 5 ml of DMF. Addition of 83 mg (0.65 mmol) of 1-isocyanatohexane was followed by stirring at room temperature for 1.5 h and at 50° C. for 1 h, concentration and purification by preparative HPLC (PR18, acetonitrile/water 0.1% TFA). Yield: 17 mg (7%), M+H+: 296.14, 6-chloro-3-oxo-3H-indazole-1,2-dicarboxylic acid bishexylamide and 12 mg (5%) of 6-chloro-1-hexylcarbamoyl-1H-indazol-3-yl hexylcarbamate. It was additionally possible to ... The solvent is [Cl-].[Na+].O (brine), CS(=O)C (dimethyl sulphoxide), C(C)OCC (diethyl ether), C(C)OCC (diethyl ether). Procedure details: A solution of 8.77 g of p-toluenesulphonylmethyl isocyanide and 5.67 g of methyl 3-cyclopropylacrylate in 72 mL of dimethyl sulphoxide and 145 mL of diethyl ether is added dropwise over 1.5 hours and under an argon atmosphere to a suspension of 1.73 g (54 mmol) of sodium hydride (at 75% by weight in liquid petroleum jelly) in 90 mL of diethyl ether. The reaction is exothermic. After the reaction mixture has been stirred at room temperature for 2.75 hours, 180 mL of brine are added cautiously, an... As a reaction SMILES: C1(C)C=CC(S([CH2:10][N+:11]#[C-:12])(=O)=O)=CC=1.[CH:14]1([CH:17]=[CH:18][C:19]([O:21][CH3:22])=[O:20])[CH2:16][CH2:15]1.[H-].[Na+]>CS(C)=O.C(OCC)C.[Cl-].[Na+].O>[CH:14]1([C:17]2[C:18]([C:19]([O:21][CH3:22])=[O:20])=[CH:10][NH:11][CH:12]=2)[CH2:16][CH2:15]1 |f:2.3,6.7.8|. Yield: 86.1%. Reactants: C1(=CC=C(C=C1)S(=O)(=O)C[N+]#[C-])C (p-toluenesulphonylmethyl isocyanide), C1(CC1)C=CC(=O)OC (methyl 3-cyclopropylacrylate), [H-].[Na+] (sodium hydride). Yields the product C1(CC1)C=1C(=CNC1)C(=O)OC (4-cyclopropyl-3-methoxycarbonyl-1H-pyrrole). Reaction conditions: time 2.75 hour. The reactants are ClC1=CC(=NC(=C1C#N)C1=CC=C(C=C1)OC1=CC=CC=C1)C1=CC=C(C=C1)[N+](=O)[O-] (4-chloro-6-(4-nitrophenyl)-2-(4-phenoxyphenyl)nicotinonitrile), [Cl-].[NH4+] (ammonium chloride), C1CCOC1 (THF). The reagents and catalysts are [Zn] (zinc). The solvent is CO (methanol). Conditions: time 15 minute. Yields the product NC1=CC=C(C=C1)C1=NC(=C(C#N)C(=C1)Cl)C1=CC=C(C=C1)OC1=CC=CC=C1 (6-(4-aminophenyl)-4-chloro-2-(4-phenoxyphenyl)nicotinonitrile). The yield is 40.2%. Reaction SMILES: [Cl:1][C:2]1[C:7]([C:8]#[N:9])=[C:6]([C:10]2[CH:15]=[CH:14][C:13]([O:16][C:17]3[CH:22]=[CH:21][CH:20]=[CH:19][CH:18]=3)=[CH:12][CH:11]=2)[N:5]=[C:4]([C:23]2[CH:28]=[CH:27][C:26]([N+:29]([O-])=O)=[CH:25][CH:24]=2)[CH:3]=1.[Cl-].[NH4+].C1COCC1>[Zn].CO>[NH2:29][C:26]1[CH:25]=[CH:24][C:23]([C:4]2[CH:3]=[C:2]([Cl:1])[C:7]([C:8]#[N:9])=[C:6]([C:10]3[CH:15]=[CH:14][C:13]([O:16][C:17]4[CH:18]=[CH:19][CH:20]=[CH:21][CH:22]=4)=[CH:12][CH:11]=3)[N:5]=2)=[CH:28][CH:27]=1 |f:1.2|. Reported procedure: A mixture of 4-chloro-6-(4-nitrophenyl)-2-(4-phenoxyphenyl)nicotinonitrile (136.3 mg, 0.319 mmol), zinc dust (312 mg, 4.78 mmol), ammonium chloride (256 mg, 4.78 mmol), THF (3 mL) and methanol (3 mL) was stirred at room temperature for 15 min, and filtered. The filtrate was concentrated and partitioned with dichloromethane and saturated sodium bicarbonate. The organic layer was separated and concentrated. Silica gel chromatography, eluting with 0-40% ethyl acetate in hexanes, gave pure 6-(4-amin...